This data is from the Open Reaction Database (ORD), a public repository of structured organic reaction records. The task is: describe an organic reaction: reactants, conditions, products, and yield Reactants: ClC=1C=C(C=CC1)C([C@H]1CN(CCC1)C(=O)OC(C)(C)C)OCCC(=O)OCC ((3R)-tert-butyl 3-((3-chlorophenyl)(3-ethoxy-3-oxopropoxy)methyl)piperidine-1-carboxylate), CN (CH3NH2). Run in CO (CH3OH). Conditions: time 8 hour. Yields the product ClC=1C=C(C=CC1)[C@@H]([C@H]1CN(CCC1)C(=O)OC(C)(C)C)OCCC(=O)NC ((R)-tert-butyl 3-((R)-(3-chlorophenyl)(3-(methylamino)-3-oxopropoxy)methyl)piperidine-1-carboxylate). The yield is 41.0%. As a reaction SMILES: [Cl:1][C:2]1[CH:3]=[C:4]([CH:8]([O:22][CH2:23][CH2:24][C:25]([O:27]CC)=O)[C@@H:9]2[CH2:14][CH2:13][CH2:12][N:11]([C:15]([O:17][C:18]([CH3:21])([CH3:20])[CH3:19])=[O:16])[CH2:10]2)[CH:5]=[CH:6][CH:7]=1.[CH3:30][NH2:31]>CO>[Cl:1][C:2]1[CH:3]=[C:4]([C@H:8]([O:22][CH2:23][CH2:24][C:25]([NH:31][CH3:30])=[O:27])[C@@H:9]2[CH2:14][CH2:13][CH2:12][N:11]([C:15]([O:17][C:18]([CH3:21])([CH3:20])[CH3:19])=[O:16])[CH2:10]2)[CH:5]=[CH:6][CH:7]=1. Reported procedure: (3R)-tert-butyl 3-((3-chlorophenyl)(3-ethoxy-3-oxopropoxy)methyl)piperidine-1-carboxylate (2.0 g, 4.71 mmol) was dissolved in a solution CH3NH2 in CH3OH ((180 mL) and stirred overnight at rt. After the reaction was complete by HPLC analysis, the solvent was removed in vacuo. The residue was purified by preparative HPLC and afforded the desired isomerically pure product (R)-tert-butyl 3-((R)-(3-chlorophenyl)(3-(methylamino)-3-oxopropoxy)methyl)piperidine-1-carboxylate (0.80 g, 1.95 mmol, 41% yiel...